Dataset: the Open Reaction Database (ORD), a public repository of structured organic reaction records. Task: describe an organic reaction: reactants, conditions, products, and yield Reactants: [OH-].[Na+] (sodium hydroxide), II (iodine), C1(CCCCC1)CCN1CSCC1 (N-(2-cyclohexylethyl)thiazolidine). The solvent is CO (methanol), CO (methanol). The product is C1(CCCCC1)CCNCCSSCCNCCC1CCCCC1 (Bis [2-[N-(2-cyclohexylethyl)amino]ethyl]disulfide). Isolated yield 102.8%. As a reaction SMILES: II.[CH:3]1([CH2:9][CH2:10][N:11]2[CH2:15][CH2:14][S:13]C2)[CH2:8][CH2:7][CH2:6][CH2:5][CH2:4]1.[OH-].[Na+]>CO>[CH:3]1([CH2:9][CH2:10][NH:11][CH2:15][CH2:14][S:13][S:13][CH2:14][CH2:15][NH:11][CH2:10][CH2:9][CH:3]2[CH2:4][CH2:5][CH2:6][CH2:7][CH2:8]2)[CH2:4][CH2:5][CH2:6][CH2:7][CH2:8]1 |f:2.3|. Reported procedure: A solution of iodine (378 mg) in methanol (5 ml) is added dropwise to a solution of N-(2-cyclohexylethyl)thiazolidine (594 mg) in methanol (10 ml) at room temperature with stirring. After the dropping, the mixture is stirred at room temperature for 30 minutes. A 4 N aqueous sodium hydroxide solution (10 ml) is added to the reaction mixture, and the mixture is concentrated under reduced pressure. Chloroform is added to the concentrate, and the whole is extracted. The organic layer is washed with ... The reagents and catalysts are O.C1(=CC=C(C=C1)S(=O)(=O)O)C (p-toluenesulfonic acid monohydrate). The reactants are OCC(CO)(CO)CO (pentaerythritol), C(C)(OCC)(OCC)OCC (triethyl orthoacetate). The yield is 93.0%. Product: OCC12COC(OC1)(OC2)C (4-(hydroxymethyl)-1-methyl-2,6,7-trioxabicyclo[2.2.21octane). RXN SMILES: [OH:1][CH2:2][C:3]([CH2:8][OH:9])([CH2:6][OH:7])[CH2:4][OH:5].[C:10](OCC)(OCC)(OCC)[CH3:11]>C1(C)C=CC=CC=1.O.C1(C)C=CC(S(O)(=O)=O)=CC=1>[OH:1][CH2:2][C:3]12[CH2:8][O:9][C:10]([CH3:11])([O:7][CH2:6]1)[O:5][CH2:4]2 |f:3.4|. Conditions: temperature 125 celsius. Procedure details: To a suspension of pentaerythritol (13.6 g, 0.100 mol) in 10 mL of toluene was added freshly distilled triethyl orthoacetate (16.2 g. 18.3 mL, 0.100 mol) and p-toluenesulfonic acid monohydrate (50 mg). The mixture was slowly heated in an oil bath and ethanol was distilled from the mixture over a period of 12 hrs. After removal of the ethanol, the bath temperature was raised to 125° C. and toluene was distilled off until the solution was homogeneous (about 30 mL). The residue was sublimed (bulb t... Run in C1(=CC=CC=C1)C (toluene).